From a dataset of the Open Reaction Database (ORD), a public repository of structured organic reaction records. describe an organic reaction: reactants, conditions, products, and yield Starting materials: P(=O)([O-])([O-])[O-].[K+].[K+].[K+] (potassium phosphate), CN1CC2=C(NC=3C=CC(=CC23)C)CC1 (2,3,4,5-Tetrahydro-2,8-dimethyl-1H-pyrido[4,3-b]indole), BrC=C(C)C=1C=C(C(=C(C1)F)OC)F (5-(1-Bromoprop-1-en-2-yl)-1,3-difluoro-2-methoxybenzene), N1[C@H](C(=O)O)CCC1 (L-proline). Reagents/catalysts: [Cu]I (copper (I) iodide). Run in CN(C)C=O (DMF). Run at temperature 85 celsius, time 8 hour. The product is CN1CC2=C(N(C=3C=CC(=CC23)C)\C=C(/C)\C2=CC(=C(C(=C2)F)O)F)CC1 ((E)-4-(1-(2,8-dimethyl-3,4-dihydro-1H-pyrido[4,3-b]indol-5(2H)-yl)prop-1-en-2-yl)-2,6-difluorophenol). RXN SMILES: Br[CH:2]=[C:3]([C:5]1[CH:6]=[C:7]([F:14])[C:8]([O:12]C)=[C:9]([F:11])[CH:10]=1)[CH3:4].P([O-])([O-])([O-])=O.[K+].[K+].[K+].N1CCC[C@H]1C(O)=O.[CH3:31][N:32]1[CH2:45][CH2:44][C:35]2[NH:36][C:37]3[CH:38]=[CH:39][C:40]([CH3:43])=[CH:41][C:42]=3[C:34]=2[CH2:33]1>CN(C=O)C.[Cu]I>[CH3:31][N:32]1[CH2:45][CH2:44][C:35]2[N:36](/[CH:2]=[C:3](/[C:5]3[CH:6]=[C:7]([F:14])[C:8]([OH:12])=[C:9]([F:11])[CH:10]=3)\[CH3:4])[C:37]3[CH:38]=[CH:39][C:40]([CH3:43])=[CH:41][C:42]=3[C:34]=2[CH2:33]1 |f:1.2.3.4|. Procedure details: 5-(1-Bromoprop-1-en-2-yl)-1,3-difluoro-2-methoxybenzene (223 mg, 1.2 mmol) was dissolved in DMF (5 mL) and potassium phosphate (424 mg, 2 mmol) was added followed by copper (I) iodide (19 mg, 0.1 mmol) and L-proline (23 mg, 0.2 mmol). 2,3,4,5-Tetrahydro-2,8-dimethyl-1H-pyrido[4,3-b]indole (200 mg, 1 mmol) was added and the mixture purged with nitrogen for 2 min. The reaction mixture was stirred at 85° C. overnight. Water was added and the solid mass was filtered under vacuum. The crude product w... Reactants: COCC(C)(C)c1cc(N)on1, Cc1ccccc1, CCOC(C)=O, CCN(C(C)C)C(C)C, [Cl-], O=C(Cl)C(=O)Cl, ClCCl, CC(C)(Sc1ccc(S(C)(=O)=O)cc1F)C(=O)O, CN(C)C=O. Product: COCC(C)(C)c1cc(NC(=O)C(C)(C)Sc2ccc(S(C)(=O)=O)cc2F)on1. RXN SMILES: [CH3:26][O:27][CH2:28][C:29]([CH3:30])([CH3:31])[c:32]1[n:33][o:34][c:35]([NH2:37])[cH:36]1.[CH3:50][c:51]1[cH:52][cH:53][cH:54][cH:55][cH:56]1.[CH3:57][CH2:58][O:59][C:60](=[O:61])[CH3:62].[CH:38]([N:39]([CH2:40][CH3:41])[CH:42]([CH3:43])[CH3:44])([CH3:45])[CH3:46].[Cl-:19].[Cl:20][C:21]([C:22]([Cl:23])=[O:24])=[O:25].[Cl:47][CH2:48][Cl:49].[F:1][c:2]1[c:3]([S:12][C:13]([C:14](=[O:15])[OH:16])([CH3:17])[CH3:18])[cH:4][cH:5][c:6]([S:8](=[O:9])(=[O:10])[CH3:11])[cH:7]1.[O:63]=[CH:64][N:65]([CH3:66])[CH3:67]>>[F:1][c:2]1[c:3]([S:12][C:13]([C:14](=[O:16])[NH:37][c:35]2[o:34][n:33][c:32]([C:29]([CH2:28][O:27][CH3:26])([CH3:30])[CH3:31])[cH:36]2)([CH3:17])[CH3:18])[cH:4][cH:5][c:6]([S:8](=[O:9])(=[O:10])[CH3:11])[cH:7]1. The reactants are O=C([O-])[O-], CCO, [Cs+], [Cs+], CNC(=O)c1cccc2nc(C(C)N)n(C3CC3)c12, Nc1nnc(Br)s1. The product is CNC(=O)c1cccc2nc(C(C)Nc3nnc(N)s3)n(C3CC3)c12. Reaction SMILES: [C:20](=[O:21])([O-:22])[O-:23].[CH3:33][CH2:34][OH:35].[Cs+:24].[Cs+:25].[NH2:1][CH:2]([CH3:3])[c:4]1[n:5][c:6]2[c:7]([n:8]1[CH:9]1[CH2:10][CH2:11]1)[c:12]([C:16](=[O:17])[NH:18][CH3:19])[cH:13][cH:14][cH:15]2.[NH2:26][c:27]1[s:28][c:29]([Br:32])[n:30][n:31]1>>[NH:1]([CH:2]([CH3:3])[c:4]1[n:5][c:6]2[c:7]([n:8]1[CH:9]1[CH2:10][CH2:11]1)[c:12]([C:16](=[O:17])[NH:18][CH3:19])[cH:13][cH:14][cH:15]2)[c:29]1[s:28][c:27]([NH2:26])[n:31][n:30]1. Starting materials: CCO, O=C1NC(Cc2ccc(C(F)(F)F)cc2)C(c2ccc(F)c(F)c2)O1, [Na+], [OH-]. The product is NC(Cc1ccc(C(F)(F)F)cc1)C(O)c1ccc(F)c(F)c1. RXN SMILES: [CH3:28][CH2:29][OH:30].[F:1][c:2]1[cH:3][c:4]([CH:9]2[CH:10]([CH2:15][c:16]3[cH:17][cH:18][c:19]([C:22]([F:23])([F:24])[F:25])[cH:20][cH:21]3)[NH:11][C:12](=[O:14])[O:13]2)[cH:5][cH:6][c:7]1[F:8].[Na+:27].[OH-:26]>>[F:1][c:2]1[cH:3][c:4]([CH:9]([CH:10]([NH2:11])[CH2:15][c:16]2[cH:17][cH:18][c:19]([C:22]([F:23])([F:24])[F:25])[cH:20][cH:21]2)[OH:13])[cH:5][cH:6][c:7]1[F:8]. The reactants are COC=1C=C2CCC(CC2=CC1)N1CCN(CC1)C1=C(C=CC=C1)C (1,2,3,4-tetrahydro-6-methoxy-2-[4-(2-methylphenyl)-1-piperazinyl]-naphthalene). Solvent: Br (hydrogen bromide). The product is OC=1C=C2CCC(CC2=CC1)N1CCN(CC1)C1=C(C=CC=C1)C (1,2,3,4-Tetrahydro-6-hydroxy-2-[4-(2-methylphenyl)-1-piperazinyl]-naphthalene). As a reaction SMILES: C[O:2][C:3]1[CH:4]=[C:5]2[C:10](=[CH:11][CH:12]=1)[CH2:9][CH:8]([N:13]1[CH2:18][CH2:17][N:16]([C:19]3[CH:24]=[CH:23][CH:22]=[CH:21][C:20]=3[CH3:25])[CH2:15][CH2:14]1)[CH2:7][CH2:6]2>Br>[OH:2][C:3]1[CH:4]=[C:5]2[C:10](=[CH:11][CH:12]=1)[CH2:9][CH:8]([N:13]1[CH2:14][CH2:15][N:16]([C:19]3[CH:24]=[CH:23][CH:22]=[CH:21][C:20]=3[CH3:25])[CH2:17][CH2:18]1)[CH2:7][CH2:6]2. Procedure details: 10 g of 1,2,3,4-tetrahydro-6-methoxy-2-[4-(2-methylphenyl)-1-piperazinyl]-naphthalene are suspended in 200 ml of 47% aqueous hydrogen bromide and refluxed under a nitrogen atmosphere for 3 hours. The hydrogen bromide is finally evaporated off and the product which is in the form of the hydrobromide is converted to the free base form, with IN aqueous sodium bicarbonate solution/methylene chloride, and recrystallised from acetonitrile. The title compound is obtained as a compact residue. M.P. 177°... Starting materials: ClC1=NN=C(C2=C1C(=NO2)C2=CC=CC=C2)NN (4-chloro-7-hydrazino-3-phenylisoxazolo[4,5-d]pyridazine). Solvent: C1=CC=CC=C1 (benzene), C(C)O (ethanol), [OH-].[Na+] (sodium hydroxide). Reaction conditions: temperature 0 celsius. The product is ClC1=NN=CC2=C1C(=NO2)C2=CC=CC=C2 (4-chloro-3-phenylisoxazolo[4.5-d]pyridazine). Yield: 65.0%. RXN SMILES: [Cl:1][C:2]1[C:7]2[C:8]([C:11]3[CH:16]=[CH:15][CH:14]=[CH:13][CH:12]=3)=[N:9][O:10][C:6]=2[C:5](NN)=[N:4][N:3]=1>C1C=CC=CC=1.C(O)C.[OH-].[Na+]>[Cl:1][C:2]1[C:7]2[C:8]([C:11]3[CH:16]=[CH:15][CH:14]=[CH:13][CH:12]=3)=[N:9][O:10][C:6]=2[CH:5]=[N:4][N:3]=1 |f:3.4|. Reported procedure: The compound prepared in Example 81 (4.40 g) was dissolved in benzene (500 mL)-ethanol (50 mL) and 1 mol/L aqueous sodium hydroxide (67.0 mL) was added. This mixture was cooled to 0° C. Oxygen was bubbled through the vigorously stirred mixture for 30 minutes. The mixture was separated and the aqueous portion was extracted with dichloromethane. The combined organics were washed with brine, dried over anhydrous magnesium sulfate and concentrated. The residue was purified by column chromatography o...